The task is: describe an organic reaction: reactants, conditions, products, and yield. This data is from the Open Reaction Database (ORD), a public repository of structured organic reaction records. Starting materials: BrC=1C=C2CCC(CC2=CC1)=O (6-bromo-2-tetralone), C[Si](OC(CCO[Si](C)(C)C)(O)O)(C)C (1,3-bis-trimethylsilyloxy propandiol), C(C)OCC (diethyl ether). Reagents/catalysts: FC(S(=O)(=O)O[Si](C)(C)C)(F)F (trimethylsilyl trifluoromethanesulfonate). Run in C(Cl)Cl (methylene chloride), C(Cl)Cl (methylene chloride), hexanes. Run at temperature -70 celsius, time 10 minute. The product is C1C(C)OC2(CC3=CC=C(C=C3CC2)Br)O1 (6-bromo-2-tetralone propylene ketal). Isolated yield 74.9%. RXN SMILES: C[Si](C)(C)[O:3][C:4](O)(O)[CH2:5][CH2:6]O[Si](C)(C)C.[Br:16][C:17]1[CH:18]=[C:19]2[C:24](=[CH:25][CH:26]=1)[CH2:23][C:22](=[O:27])[CH2:21][CH2:20]2.C(OCC)C>C(Cl)Cl.FC(F)(F)S(O[Si](C)(C)C)(=O)=O>[CH2:4]1[O:3][C:22]2([CH2:21][CH2:20][C:19]3[C:24](=[CH:25][CH:26]=[C:17]([Br:16])[CH:18]=3)[CH2:23]2)[O:27][CH:5]1[CH3:6]. Procedure details: 1,3-bis-trimethylsilyloxy propandiol (38.5 grams, 175 mmol, prepared from 1,3-propanediol, triethylamine, and chlorotrimethyl silane in tetrahydrofuran) was slowly added to a stirring solution of trimethylsilyl trifluoromethanesulfonate (0.5 mL, 2.6 mmol) in methylene chloride (100 mL, -70° C.), while keeping the reaction temperature between -70° and -60° C. The solution was allowed to stir for 10 minutes at -70° C. A solution of 6-bromo-2-tetralone (35.5 grams, 158 mmol) in methylene chloride (... Reactants: BrCc1cc(Br)cc2ccoc12, CC(C)(C)OC(=O)N1CCCC(O)C1c1ccccc1, C[Si](C)(C)[N-][Si](C)(C)C, COCCOC, [K+], O. Yields the product CC(C)(C)OC(=O)N1CCCC(OCc2cc(Br)cc3ccoc23)C1c1ccccc1. As a reaction SMILES: [Br:31][c:32]1[cH:33][c:34]([CH2:41][Br:42])[c:35]2[c:36]([cH:37][cH:38][o:39]2)[cH:40]1.[C:11]([CH3:12])([CH3:13])([CH3:14])[O:15][C:16](=[O:17])[N:18]1[CH:19]([c:25]2[cH:26][cH:27][cH:28][cH:29][cH:30]2)[CH:20]([OH:24])[CH2:21][CH2:22][CH2:23]1.[CH3:1][Si:2]([N-:3][Si:4]([CH3:5])([CH3:6])[CH3:7])([CH3:8])[CH3:9].[CH3:43][O:44][CH2:45][CH2:46][O:47][CH3:48].[K+:10].[OH2:49]>>[C:11]([CH3:12])([CH3:13])([CH3:14])[O:15][C:16](=[O:17])[N:18]1[CH:19]([c:25]2[cH:26][cH:27][cH:28][cH:29][cH:30]2)[CH:20]([O:24][CH2:41][c:34]2[cH:33][c:32]([Br:31])[cH:40][c:36]3[c:35]2[o:39][cH:38][cH:37]3)[CH2:21][CH2:22][CH2:23]1. Reactants: FC(C1CCC(CC1)C(=O)O)(F)F (4-trifluoromethylcyclohexanecarboxylic acid), CO (methanol), Cl (hydrochloric acid), O (water). Yields the product FC(C1CCC(CC1)C(=O)OC)(F)F (methyl 4-trifluoromethylcyclohexanecarboxylate). Reaction SMILES: [F:1][C:2]([F:13])([F:12])[CH:3]1[CH2:8][CH2:7][CH:6]([C:9]([OH:11])=[O:10])[CH2:5][CH2:4]1.Cl.O.[CH3:16]O>>[F:1][C:2]([F:12])([F:13])[CH:3]1[CH2:4][CH2:5][CH:6]([C:9]([O:11][CH3:16])=[O:10])[CH2:7][CH2:8]1. Reported procedure: In 25 ml of methanol, 1.0 g of 4-trifluoromethylcyclohexanecarboxylic acid was dissolved. Thereto 50 mg of concentrated hydrochloric acid was added and the mixture was heated under reflux for 10 hours. After the reaction mixture was cooled to room temperature, water was added thereto and the mixture was extracted with t-butyl methyl ether. The organic layer was washed with aqueous saturated sodium chloride, dried over anhydrous magnesium sulfate, and then concentrated under reduced pressure. The... Starting materials: COCCC1=CC2=C(OC(=C2)S(N)(=O)=O)C=C1 (5-(2-methoxyethyl)-2-sulfamoylbenzo[b]furan), B(Br)(Br)Br (boron tribromide). Product: BrCCC1=CC2=C(OC(=C2)S(N)(=O)=O)C=C1 (5-(2-Bromoethyl)-2-sulfamoylbenzo[b]furan). Reaction SMILES: CO[CH2:3][CH2:4][C:5]1[CH:17]=[CH:16][C:8]2[O:9][C:10]([S:12](=[O:15])(=[O:14])[NH2:13])=[CH:11][C:7]=2[CH:6]=1.B(Br)(Br)[Br:19]>>[Br:19][CH2:3][CH2:4][C:5]1[CH:17]=[CH:16][C:8]2[O:9][C:10]([S:12](=[O:15])(=[O:14])[NH2:13])=[CH:11][C:7]=2[CH:6]=1. Reported procedure: This material is prepared by treatment of 5-(2-methoxyethyl)-2-sulfamoylbenzo[b]furan with boron tribromide. Starting materials: CCS(=O)(=O)C=Cc1ccc2[nH]cc(CC3CCCN3C)c2c1, CN(C)C=O, O. Yields the product CCS(=O)(=O)CCc1ccc2[nH]cc(CC3CCCN3C)c2c1. As a reaction SMILES: [CH2:1]([CH3:2])[S:3](=[O:4])(=[O:5])[CH:6]=[CH:7][c:8]1[cH:9][c:10]2[c:11]([CH2:17][CH:18]3[N:19]([CH3:23])[CH2:20][CH2:21][CH2:22]3)[cH:12][nH:13][c:14]2[cH:15][cH:16]1.[CH3:24][N:25]([CH3:26])[CH:27]=[O:28].[OH2:29]>>[CH2:1]([CH3:2])[S:3](=[O:4])(=[O:5])[CH2:6][CH2:7][c:8]1[cH:9][c:10]2[c:11]([CH2:17][CH:18]3[N:19]([CH3:23])[CH2:20][CH2:21][CH2:22]3)[cH:12][nH:13][c:14]2[cH:15][cH:16]1. Reaction SMILES: [C:31]([BH3-:32])#[N:33].[CH3:35][C:36](=[O:37])[OH:38].[CH3:39][OH:40].[Cl:21][c:22]1[c:23]([CH:24]=[O:25])[c:26]([F:30])[cH:27][cH:28][cH:29]1.[NH2:1][c:2]1[cH:3][cH:4][c:5](-[n:8]2[n:9][c:10](-[c:15]3[cH:16][n:17][cH:18][cH:19][cH:20]3)[cH:11][c:12]2[C:13]#[N:14])[cH:6][cH:7]1.[Na+:34]>>[NH:1]([c:2]1[cH:3][cH:4][c:5](-[n:8]2[n:9][c:10](-[c:15]3[cH:16][n:17][cH:18][cH:19][cH:20]3)[cH:11][c:12]2[C:13]#[N:14])[cH:6][cH:7]1)[CH2:24][c:23]1[c:22]([Cl:21])[cH:29][cH:28][cH:27][c:26]1[F:30]. The reactants are [BH3-]C#N, CC(=O)O, CO, O=Cc1c(F)cccc1Cl, N#Cc1cc(-c2cccnc2)nn1-c1ccc(N)cc1, [Na+]. Yields the product N#Cc1cc(-c2cccnc2)nn1-c1ccc(NCc2c(F)cccc2Cl)cc1. The reactants are Cc1ccc(S(=O)(=O)OCCc2ccccn2)cc1, O=C(Nc1nccs1)c1c[nH]c2cc(F)ccc12. Yields the product O=C(Nc1nccs1)c1cn(CCc2ccccn2)c2cc(F)ccc12. Reaction SMILES: [n:19]1[c:20]([CH2:25][CH2:26][O:27][S:28]([c:29]2[cH:30][cH:31][c:32]([CH3:33])[cH:34][cH:35]2)(=[O:36])=[O:37])[cH:21][cH:22][cH:23][cH:24]1.[s:1]1[c:2]([NH:6][C:7](=[O:8])[c:9]2[cH:10][nH:11][c:12]3[cH:13][c:14]([F:18])[cH:15][cH:16][c:17]23)[n:3][cH:4][cH:5]1>>[s:1]1[c:2]([NH:6][C:7](=[O:8])[c:9]2[cH:10][n:11]([CH2:26][CH2:25][c:20]3[n:19][cH:24][cH:23][cH:22][cH:21]3)[c:12]3[cH:13][c:14]([F:18])[cH:15][cH:16][c:17]23)[n:3][cH:4][cH:5]1.